Dataset: the Open Reaction Database (ORD), a public repository of structured organic reaction records. Task: describe an organic reaction: reactants, conditions, products, and yield Reactants: C1CCOC1, COC(=O)C1COCC1N(C)S(=O)(=O)c1ccc(OCc2cc(C)nc3ccccc23)cc1, CO, [Li+], [OH-], O. The product is Cc1cc(COc2ccc(S(=O)(=O)N(C)C3COCC3C(=O)O)cc2)c2ccccc2n1. RXN SMILES: [CH2:36]1[O:37][CH2:38][CH2:39][CH2:40]1.[CH3:1][O:2][C:3](=[O:4])[CH:5]1[CH2:6][O:7][CH2:8][CH:9]1[N:10]([S:11](=[O:12])(=[O:13])[c:14]1[cH:15][cH:16][c:17]([O:20][CH2:21][c:22]2[cH:23][c:24]([CH3:32])[n:25][c:26]3[cH:27][cH:28][cH:29][cH:30][c:31]23)[cH:18][cH:19]1)[CH3:33].[CH3:41][OH:42].[Li+:34].[OH-:35].[OH2:43]>>[O:2]=[C:3]([OH:4])[CH:5]1[CH2:6][O:7][CH2:8][CH:9]1[N:10]([S:11](=[O:12])(=[O:13])[c:14]1[cH:15][cH:16][c:17]([O:20][CH2:21][c:22]2[cH:23][c:24]([CH3:32])[n:25][c:26]3[cH:27][cH:28][cH:29][cH:30][c:31]23)[cH:18][cH:19]1)[CH3:33]. The reactants are N (ammonia), 65, CN(C(=O)N=C=S)C (dimethylcarbamoylisothiocyanate), formula VI. Run in C(Cl)Cl (methylene chloride). Run at temperature 0 celsius, time 15 minute. The product is CN(C(=O)NC(=S)N)C (1,1-dimethyl-4-thiobiuret), formula VII. RXN SMILES: [CH3:1][N:2]([CH3:8])[C:3]([N:5]=[C:6]=[S:7])=[O:4].[NH3:9]>C(Cl)Cl>[CH3:1][N:2]([CH3:8])[C:3]([NH:5][C:6]([NH2:9])=[S:7])=[O:4]. Procedure: To a solution of 65 parts of dimethylcarbamoylisothiocyanate (a compound of formula VI) in 350 parts methylene chloride are added within 10 minutes at 0° C, 50 parts of conc. aqueous ammonia with good agitation. The resulting slurry of crystals is stirred for an additional 15 minutes at 0° C and then filtered to give 70 parts of 1,1-dimethyl-4-thiobiuret (a compound of formula VII), m.p. 184°-185° C. The reactants are FC=1C=C2C(=CNC2=CC1)C1CCNCC1 (5-fluoro-3-(4-piperidinyl)-1H-indole), N1=CC=C(C=C1)CC(=O)OOC1=CC(=C(C=C1Cl)Cl)Cl (3,4,6-trichlorophenoxy 2-(4-pyridinyl)acetate). Solvent: CN(C=O)C (dimethylformamide). The product is FC=1C=C2C(=CNC2=CC1)C1CCN(CC1)C(CC1=CC=NC=C1)=O (5-fluoro-3-[1-(2-(4-pyridinyl)acetyl)-4-piperidinyl]-1H-indole). RXN SMILES: [F:1][C:2]1[CH:3]=[C:4]2[C:8](=[CH:9][CH:10]=1)[NH:7][CH:6]=[C:5]2[CH:11]1[CH2:16][CH2:15][NH:14][CH2:13][CH2:12]1.[N:17]1[CH:22]=[CH:21][C:20]([CH2:23][C:24](OOC2C(Cl)=CC(Cl)=C(Cl)C=2)=[O:25])=[CH:19][CH:18]=1>CN(C)C=O>[F:1][C:2]1[CH:3]=[C:4]2[C:8](=[CH:9][CH:10]=1)[NH:7][CH:6]=[C:5]2[CH:11]1[CH2:16][CH2:15][N:14]([C:24](=[O:25])[CH2:23][C:20]2[CH:21]=[CH:22][N:17]=[CH:18][CH:19]=2)[CH2:13][CH2:12]1. Procedure: A solution of 1.0 gm (3.73 mMol) 5-fluoro-3-(4-piperidinyl)-1H-indole and 2.4 gm (7.5 mMol) 3,4,6-trichlorophenoxy 2-(4-pyridinyl)acetate in 40 mL dimethylformamide were stirred at ambient temperature for 18 hours under a nitrogen atmosphere. The reaction mixture was concentrated under reduced pressure and the residue partitioned between ethyl acetate and aqueous sodium bicarbonate solution. The phases were separated and the organic extract dried over sodium sulfate then concentrated under reduc... Starting materials: CCCNCCC, COc1ccc2c(c1)CC(=O)CC2, CCO, O, O, O=[Pt], Cc1ccc(S(=O)(=O)O)cc1, c1ccccc1. Yields the product CCCN(CCC)C1CCc2ccc(OC)cc2C1. Reaction SMILES: [CH2:14]([CH2:15][CH3:16])[NH:17][CH2:18][CH2:19][CH3:20].[CH3:1][O:2][c:3]1[cH:4][cH:5][c:6]2[c:11]([cH:12]1)[CH2:10][C:9](=[O:13])[CH2:8][CH2:7]2.[CH3:42][CH2:43][OH:44].[OH2:21].[OH2:33].[Pt:40]=[O:41].[c:22]1([CH3:23])[cH:24][cH:25][c:26]([S:27]([OH:28])(=[O:29])=[O:30])[cH:31][cH:32]1.[cH:34]1[cH:35][cH:36][cH:37][cH:38][cH:39]1>>[CH3:1][O:2][c:3]1[cH:4][cH:5][c:6]2[c:11]([cH:12]1)[CH2:10][CH:9]([N:17]([CH2:14][CH2:15][CH3:16])[CH2:18][CH2:19][CH3:20])[CH2:8][CH2:7]2. The reactants are C1(=CC=CC=C1)C1COC2=C(O1)C=CC(=C2)OC2=NC=C(C=C2)[N+](=O)[O-] (2-(2,3-dihydro-2-phenyl-benzo[1,4]dioxin-6-yloxy)-5-nitropyridine), C1(=CC=CC=C1)C1COC2=C(O1)C=CC(=C2)O (2,3-dihydro-2-phenyl-benzo[1,4]dioxin-6-ol), ClC1=NC=C(C=C1)C(F)(F)F (2-chloro-5-(trifluoromethyl)pyridine). Product: C1(=CC=CC=C1)C1COC2=C(O1)C=CC(=C2)OC2=NC=C(C=C2)C(F)(F)F (2-(2,3-Dihydro-2-phenyl-benzo[1,4]dioxin-6-yloxy)5-trifluoromethylpyridine). As a reaction SMILES: [C:1]1([CH:7]2[O:12][C:11]3[CH:13]=[CH:14][C:15]([O:17][C:18]4[CH:23]=[CH:22][C:21]([N+]([O-])=O)=[CH:20][N:19]=4)=[CH:16][C:10]=3[O:9][CH2:8]2)[CH:6]=[CH:5][CH:4]=[CH:3][CH:2]=1.C1(C2OC3C=CC(O)=CC=3OC2)C=CC=CC=1.ClC1C=CC([C:51]([F:54])([F:53])[F:52])=CN=1>>[C:1]1([CH:7]2[O:12][C:11]3[CH:13]=[CH:14][C:15]([O:17][C:18]4[CH:23]=[CH:22][C:21]([C:51]([F:54])([F:53])[F:52])=[CH:20][N:19]=4)=[CH:16][C:10]=3[O:9][CH2:8]2)[CH:2]=[CH:3][CH:4]=[CH:5][CH:6]=1. Procedure: 2-(2,3-Dihydro-2-phenyl-benzo[1,4]dioxin-6-yloxy)5-trifluoromethylpyridine was prepared in the same way as 2-(2,3-dihydro-2-phenyl-benzo[1,4]dioxin-6-yloxy)-5-nitropyridine above from 2,3-dihydro-2-phenyl-benzo[1,4]dioxin-6-ol (80 mg) and 2-chloro-5-(trifluoromethyl)pyridine (64 mg). Yield is 50 mg and mp 104-110° C. 1H NMR (DMSO-d6) δ=4.15 (dd, J=8.3, 11.4Hz, 1H), 4.46 (dd, J=2.3, 11.4 Hz, 1H), 5.27 (dd, J=2.3, 8.3 Hz, 1H), 6.72 (dd, J=2.8, 8.8 Hz, 1H), 6.84 (d, J=2.8 Hz, 1H), 7.03 (d, J=8.8 Hz...